From a dataset of the Open Reaction Database (ORD), a public repository of structured organic reaction records. describe an organic reaction: reactants, conditions, products, and yield Reactants: C(CCCCCCC)O (1-octanol), C(C1=CC=C(C=O)C=C1)(=O)Cl (terephthalaldehydic acid chloride), Cl (hydrochloric acid). Run in N1=CC=CC=C1 (pyridine), C1(=CC=CC=C1)C (toluene), C1(=CC=CC=C1)C (toluene). Conditions: temperature 60 celsius, time 8 hour. Product: C(CCCCCCC)OC(=O)C1=CC=C(C=O)C=C1 (p-octyloxycarbonylbenzaldehyde). Isolated yield 70.7%. RXN SMILES: [C:1](Cl)(=[O:10])[C:2]1[CH:9]=[CH:8][C:5]([CH:6]=[O:7])=[CH:4][CH:3]=1.[CH2:12]([OH:20])[CH2:13][CH2:14][CH2:15][CH2:16][CH2:17][CH2:18][CH3:19].Cl>C1(C)C=CC=CC=1.N1C=CC=CC=1>[CH2:12]([O:20][C:1]([C:2]1[CH:9]=[CH:8][C:5]([CH:6]=[O:7])=[CH:4][CH:3]=1)=[O:10])[CH2:13][CH2:14][CH2:15][CH2:16][CH2:17][CH2:18][CH3:19]. Reported procedure: Next, a solution of the above terephthalaldehydic acid chloride (20 g) dissolved in toluene (100 ml) was dropwise added to a solution of 1-octanol (20 g) dissolved in pyridine (150 ml), followed by heating the mixture on a water bath at 60° C. with stirring, allowing to stand overnight, thereafter adding toluene (500 ml), adding 6N hydrochloric acid, separating the liquid layer, washing with an aqueous solution of 2N NaOH, washing with water, drying, distilling off toluene, and further distillin... Reactants: O.C(CC(O)(C(=O)O)CC(=O)O)(=O)O (citric acid monohydrate), ClC=1N=C(N(C1Cl)CCCCN1CCN(CC1)C1=NC=C(C=N1)F)C (2-(4-[4-(4,5-dichloro-2-methylimidazol-1-yl)butyl]piperazin-1-yl}-5-fluoropyrimidine). Run in C(C)O (ethanol). The product is C(CC(O)(C(=O)O)CC(=O)O)(=O)O.ClC=1N=C(N(C1Cl)CCCCN1CCN(CC1)C1=NC=C(C=N1)F)C (2-{4-[4-(4,5-dichloro-2-methylimidazol-1-yl)butyl]piperazin-1-yl}-5-fluoropyrimidine citrate). Yield: 90.3%. Reaction SMILES: O.[C:2]([OH:14])(=[O:13])[CH2:3][C:4]([CH2:9][C:10]([OH:12])=[O:11])([C:6]([OH:8])=[O:7])[OH:5].[Cl:15][C:16]1[N:17]=[C:18]([CH3:39])[N:19]([CH2:22][CH2:23][CH2:24][CH2:25][N:26]2[CH2:31][CH2:30][N:29]([C:32]3[N:37]=[CH:36][C:35]([F:38])=[CH:34][N:33]=3)[CH2:28][CH2:27]2)[C:20]=1[Cl:21]>C(O)C>[C:2]([OH:14])(=[O:13])[CH2:3][C:4]([CH2:9][C:10]([OH:12])=[O:11])([C:6]([OH:8])=[O:7])[OH:5].[Cl:15][C:16]1[N:17]=[C:18]([CH3:39])[N:19]([CH2:22][CH2:23][CH2:24][CH2:25][N:26]2[CH2:27][CH2:28][N:29]([C:32]3[N:37]=[CH:36][C:35]([F:38])=[CH:34][N:33]=3)[CH2:30][CH2:31]2)[C:20]=1[Cl:21] |f:0.1,4.5|. Procedure details: 1.1 g (5.2 mmol) of citric acid monohydrate are added to a solution of 2 g (5.2 mol) of 2-(4-[4-(4,5-dichloro-2-methylimidazol-1-yl)butyl]piperazin-1-yl}-5-fluoropyrimidine in absolute ethanol. After a certain period of time, 2.72 g (91% yield) of 2-{4-[4-(4,5-dichloro-2-methylimidazol-1-yl)butyl]piperazin-1-yl}-5-fluoropyrimidine citrate precipitate in the form of a solid with an M.p. of 151-153° C. The reactants are CC(C)(C)OC(=O)N1CCOc2c(Br)cccc2C1, CCO, Cc1ccccc1, [Na+], [Na+], O=C([O-])[O-], O, c1ccc(P(c2ccccc2)(c2ccccc2)[Pd](P(c2ccccc2)(c2ccccc2)c2ccccc2)(P(c2ccccc2)(c2ccccc2)c2ccccc2)P(c2ccccc2)(c2ccccc2)c2ccccc2)cc1, OB(O)c1ccco1. The product is CC(C)(C)OC(=O)N1CCOc2c(cccc2-c2ccco2)C1. Reaction SMILES: [Br:1][c:2]1[cH:3][cH:4][cH:5][c:6]2[c:12]1[O:11][CH2:10][CH2:9][N:8]([C:13](=[O:14])[O:15][C:16]([CH3:17])([CH3:18])[CH3:19])[CH2:7]2.[CH3:29][CH2:30][OH:31].[CH3:38][c:39]1[cH:40][cH:41][cH:42][cH:43][cH:44]1.[Na+:32].[Na+:33].[O-:34][C:35](=[O:36])[O-:37].[OH2:28].[cH:45]1[cH:46][cH:47][c:48]([P:49]([Pd:50]([P:51]([c:52]2[cH:53][cH:54][cH:55][cH:56][cH:57]2)([c:58]2[cH:59][cH:60][cH:61][cH:62][cH:63]2)[c:64]2[cH:65][cH:66][cH:67][cH:68][cH:69]2)([P:70]([c:71]2[cH:72][cH:73][cH:74][cH:75][cH:76]2)([c:77]2[cH:78][cH:79][cH:80][cH:81][cH:82]2)[c:83]2[cH:84][cH:85][cH:86][cH:87][cH:88]2)[P:89]([c:90]2[cH:91][cH:92][cH:93][cH:94][cH:95]2)([c:96]2[cH:97][cH:98][cH:99][cH:100][cH:101]2)[c:102]2[cH:103][cH:104][cH:105][cH:106][cH:107]2)([c:108]2[cH:109][cH:110][cH:111][cH:112][cH:113]2)[c:114]2[cH:115][cH:116][cH:117][cH:118][cH:119]2)[cH:120][cH:121]1.[o:20]1[c:21]([B:25]([OH:26])[OH:27])[cH:22][cH:23][cH:24]1>>[c:2]1(-[c:21]2[o:20][cH:24][cH:23][cH:22]2)[cH:3][cH:4][cH:5][c:6]2[c:12]1[O:11][CH2:10][CH2:9][N:8]([C:13](=[O:14])[O:15][C:16]([CH3:17])([CH3:18])[CH3:19])[CH2:7]2.